This data is from the Open Reaction Database (ORD), a public repository of structured organic reaction records. The task is: describe an organic reaction: reactants, conditions, products, and yield Reactants: CC(C)(C)OC(=O)c1ccc(C=Cc2ccccc2O)cc1NC(=O)c1ccccc1, O=C(O)C(F)(F)F. The product is O=C(Nc1cc(C=Cc2ccccc2O)ccc1C(=O)O)c1ccccc1. Reaction SMILES: [C:8]([c:9]1[cH:10][cH:11][cH:12][cH:13][cH:14]1)(=[O:15])[NH:16][c:17]1[c:18]([C:19](=[O:20])[O:21][C:22]([CH3:23])([CH3:24])[CH3:25])[cH:26][cH:27][c:28]([CH:30]=[CH:31][c:32]2[c:33]([OH:38])[cH:34][cH:35][cH:36][cH:37]2)[cH:29]1.[OH:1][C:2]([C:3]([F:4])([F:5])[F:6])=[O:7]>>[C:8]([c:9]1[cH:10][cH:11][cH:12][cH:13][cH:14]1)(=[O:15])[NH:16][c:17]1[c:18]([C:19](=[O:20])[OH:21])[cH:26][cH:27][c:28]([CH:30]=[CH:31][c:32]2[c:33]([OH:38])[cH:34][cH:35][cH:36][cH:37]2)[cH:29]1. As a reaction SMILES: [CH3:1][C:2]([CH3:5])=[C:3]=[O:4].[C:6]([C:8]1[CH:13]=[CH:12][C:11]([C:14]([F:17])([F:16])[F:15])=[CH:10][C:9]=1[N:18]=[N:19][NH:20][C:21]1[CH:26]=[C:25]([C:27]([F:30])([F:29])[F:28])[CH:24]=[CH:23][C:22]=1[C:31]#[N:32])#[N:7]>C(OCC)(=O)C.CCOCC>[C:3]([N:18]([C:9]1[CH:10]=[C:11]([C:14]([F:15])([F:16])[F:17])[CH:12]=[CH:13][C:8]=1[C:6]#[N:7])[N:19]=[N:20][C:21]1[CH:26]=[C:25]([C:27]([F:30])([F:29])[F:28])[CH:24]=[CH:23][C:22]=1[C:31]#[N:32])(=[O:4])[CH:2]([CH3:5])[CH3:1]. The solvent is C(C)(=O)OCC (ethyl acetate), CCOCC (ether). Reported procedure: A solution of 3.5 g. (0.05 mol.) of dimethylketene in ethyl acetate is added dropwise under a nitrogen atmosphere to a cooled (0°) solution of 18.6 g. (0.05 mol.) of 1,3-bis(2-cyano-5-trifluoromethylphenyl)triazene in ether. The reaction mixture is stirred for 12 hours then concentrated at reduced pressure. Crystallization of the residue from ether gives 3-isobutyryl-1,3-bis(2-cyano-5-trifluoromethylphenyl)triazene. Yields the product C(C(C)C)(=O)N(N=NC1=C(C=CC(=C1)C(F)(F)F)C#N)C1=C(C=CC(=C1)C(F)(F)F)C#N (3-isobutyryl-1,3-bis(2-cyano-5-trifluoromethylphenyl)triazene). Reactants: CC(=C=O)C (dimethylketene), C(#N)C1=C(C=C(C=C1)C(F)(F)F)N=NNC1=C(C=CC(=C1)C(F)(F)F)C#N (1,3-bis(2-cyano-5-trifluoromethylphenyl)triazene). Run at time 12 hour. Product: C=CC(O)C1(c2ccccc2)CCC2(CC1)OCCO2. RXN SMILES: [Br-:19].[CH:20](=[CH2:21])[Mg+:22].[c:1]1([C:7]2([CH:17]=[O:18])[CH2:8][CH2:9][C:10]3([O:11][CH2:12][CH2:13][O:14]3)[CH2:15][CH2:16]2)[cH:2][cH:3][cH:4][cH:5][cH:6]1>>[c:1]1([C:7]2([CH:17]([OH:18])[CH:20]=[CH2:21])[CH2:8][CH2:9][C:10]3([O:11][CH2:12][CH2:13][O:14]3)[CH2:15][CH2:16]2)[cH:2][cH:3][cH:4][cH:5][cH:6]1. The reactants are [Br-], C=C[Mg+], O=CC1(c2ccccc2)CCC2(CC1)OCCO2. Reactants: Example 1 ( a ), C(Cl)(Cl)Cl.CO (chloroform methanol), COC=1C=C2C(NC=NC2=CC1OC)=O (6,7-dimethoxy-4(3H)-quinazolinone), BrCCCCl (1-bromo-3-chloro-propane). Run in CN(C=O)C (dimethyl-formamide). Yields the product COC=1C=C2C(N(C=NC2=CC1OC)CCCCl)=O (1-(6,7-Dimethoxy-4-(3H)-quinazolinone-3-yl)-3-chloro-propane). As a reaction SMILES: [CH3:1][O:2][C:3]1[CH:4]=[C:5]2[C:10](=[CH:11][C:12]=1[O:13][CH3:14])[N:9]=[CH:8][NH:7][C:6]2=[O:15].Br[CH2:17][CH2:18][CH2:19][Cl:20].C(Cl)(Cl)Cl.CO>CN(C)C=O>[CH3:1][O:2][C:3]1[CH:4]=[C:5]2[C:10](=[CH:11][C:12]=1[O:13][CH3:14])[N:9]=[CH:8][N:7]([CH2:17][CH2:18][CH2:19][Cl:20])[C:6]2=[O:15] |f:2.3|. Procedure details: 1-(6,7-Dimethoxy-4-(3H)-quinazolinone-3-yl)-3-chloro-propane was prepared analogous to Example 1 (a) by reaction of 6,7-dimethoxy-4(3H)-quinazolinone with 1-bromo-3-chloro-propane in dimethyl-formamide. Rf -value (chloroform/methanol = 19/1) : 0.75. Starting materials: [Si](C)(C)(C(C)(C)C)OCC1(CC=2N(CCS1)C(=NN2)C2(CC2)C2=CC=C(C=C2)Cl)C (8-({[Tert-butyl(dimethyl)silyl]oxy}methyl)-3-[1-(4-chlorophenyl)cyclopropyl]-8-methyl-5,6,8,9-tetrahydro[1,2,4]triazolo[4,3-d][1,4]thiazepine), CC1=CC=C(C=C1)B(O)O (4-methylphenylboronic acid), C1(CCCCC1)P(C1CCCCC1)C1CCCCC1 (tricyclohexylphosphine), P(=O)([O-])([O-])[O-].[K+].[K+].[K+] (tripotassium phosphate). Reagents/catalysts: C=1C=CC(=CC1)/C=C/C(=O)/C=C/C2=CC=CC=C2.C=1C=CC(=CC1)/C=C/C(=O)/C=C/C2=CC=CC=C2.C=1C=CC(=CC1)/C=C/C(=O)/C=C/C2=CC=CC=C2.[Pd].[Pd] (tris(dibenzylideneacetone)dipalladium(0)). Run in O1CCOCC1 (dioxane), O (water). Yields the product [Si](C)(C)(C(C)(C)C)OCC1(CC=2N(CCS1)C(=NN2)C2(CC2)C2=CC=C(C=C2)C2=CC=C(C=C2)C)C (8-({[Tert-butyl(dimethyl)silyl]oxy}methyl)-8-methyl-3-[1-(4′-methylbiphenyl-4-yl)cyclopropyl]-5,6,8,9-tetrahydro[1,2,4]triazolo[4,3-d][1,4]thiazepine). Yield: 42.6%. Reaction SMILES: [Si:1]([O:8][CH2:9][C:10]1([CH3:30])[S:16][CH2:15][CH2:14][N:13]2[C:17]([C:20]3([C:23]4[CH:28]=[CH:27][C:26](Cl)=[CH:25][CH:24]=4)[CH2:22][CH2:21]3)=[N:18][N:19]=[C:12]2[CH2:11]1)([C:4]([CH3:7])([CH3:6])[CH3:5])([CH3:3])[CH3:2].[CH3:31][C:32]1[CH:37]=[CH:36][C:35](B(O)O)=[CH:34][CH:33]=1.C1(P(C2CCCCC2)C2CCCCC2)CCCCC1.P([O-])([O-])([O-])=O.[K+].[K+].[K+]>O1CCOCC1.O.C1C=CC(/C=C/C(/C=C/C2C=CC=CC=2)=O)=CC=1.C1C=CC(/C=C/C(/C=C/C2C=CC=CC=2)=O)=CC=1.C1C=CC(/C=C/C(/C=C/C2C=CC=CC=2)=O)=CC=1.[Pd].[Pd]>[Si:1]([O:8][CH2:9][C:10]1([CH3:30])[S:16][CH2:15][CH2:14][N:13]2[C:17]([C:20]3([C:23]4[CH:28]=[CH:27][C:26]([C:35]5[CH:36]=[CH:37][C:32]([CH3:31])=[CH:33][CH:34]=5)=[CH:25][CH:24]=4)[CH2:22][CH2:21]3)=[N:18][N:19]=[C:12]2[CH2:11]1)([C:4]([CH3:7])([CH3:6])[CH3:5])([CH3:3])[CH3:2] |f:3.4.5.6,9.10.11.12.13|. Procedure details: A solution of the compound (324 mg, 0.7 mmol) obtained in Example 1-2), 4-methylphenylboronic acid (105 mg, 0.77 mmol), tris(dibenzylideneacetone)dipalladium(0) (32 mg, 0.04 mmol), tricyclohexylphosphine (24 mg, 0.08 mmol), and tripotassium phosphate (260 mg, 1.2 mmol) in dioxane (2 mL) and water (1 mL) was stirred at 140° C. for 2 h under microwave irradiation. The reaction mixture was purified by silica gel chromatography (Isco Combiflash, 12 g, hexane:ethyl acetate=0:100 to 100:0, gradient) t... Reactants: OC1=CC=C(C=C1)CC#N (4-Hydroxyphenylacetonitrile), C([O-])([O-])=O.[K+].[K+] (potassium carbonate), CN(C=O)C (dimethylformamide), BrC(C(=O)OC(C)(C)C)(C)C (tert-butyl 2-bromoisobutyrate). Solvent: C(C)(=O)OCC (ethyl acetate). Reaction conditions: temperature 80 celsius, time 24 hour. The product is C(#N)CC1=CC=C(OC(C(=O)OC(C)(C)C)(C)C)C=C1 (tert-Butyl 2-[4-(cyanomethyl)phenoxy]-2-methylpropionate). RXN SMILES: [OH:1][C:2]1[CH:7]=[CH:6][C:5]([CH2:8][C:9]#[N:10])=[CH:4][CH:3]=1.C(=O)([O-])[O-].[K+].[K+].CN(C)C=O.Br[C:23]([CH3:32])([CH3:31])[C:24]([O:26][C:27]([CH3:30])([CH3:29])[CH3:28])=[O:25]>C(OCC)(=O)C>[C:9]([CH2:8][C:5]1[CH:6]=[CH:7][C:2]([O:1][C:23]([CH3:32])([CH3:31])[C:24]([O:26][C:27]([CH3:30])([CH3:29])[CH3:28])=[O:25])=[CH:3][CH:4]=1)#[N:10] |f:1.2.3|. Procedure: 4-Hydroxyphenylacetonitrile (13.3 g, 100 mmol) and potassium carbonate (20.73 g, 150 mmol) were added to dimethylformamide (75 mL). Subsequently, tert-butyl 2-bromoisobutyrate (50.41 mL, 250 mmol) was added thereto, and the mixture was stirred for 24 hours at 80° C. The temperature of the reaction mixture was returned to room temperature, and ethyl acetate was added thereto. Washing was performed sequentially with water and brine, followed by drying over sodium sulfate. The resultant mixture was...